Dataset: the Open Reaction Database (ORD), a public repository of structured organic reaction records. Task: describe an organic reaction: reactants, conditions, products, and yield Reactants: C=CC(=O)OC(C)(C)C, CCC#N, CCOC(=O)CN1CC(=O)Nc2ncc(Br)cc2C1, CC(=O)[O-], CC(=O)[O-], CN(C)C=O, [Pd+2]. Product: CCOC(=O)CN1CC(=O)Nc2ncc(C=CC(=O)OC(C)(C)C)cc2C1. RXN SMILES: [C:20]([CH:21]=[CH2:22])(=[O:23])[O:24][C:25]([CH3:26])([CH3:27])[CH3:28].[C:29](#[N:30])[CH2:31][CH3:32].[CH2:1]([CH3:2])[O:3][C:4]([CH2:5][N:6]1[CH2:7][C:8](=[O:18])[NH:9][c:10]2[c:11]([cH:13][c:14]([Br:17])[cH:15][n:16]2)[CH2:12]1)=[O:19].[O-:39][C:40]([CH3:41])=[O:42].[O-:43][C:44]([CH3:45])=[O:46].[O:33]=[CH:34][N:35]([CH3:36])[CH3:37].[Pd+2:38]>>[CH2:1]([CH3:2])[O:3][C:4]([CH2:5][N:6]1[CH2:7][C:8](=[O:18])[NH:9][c:10]2[c:11]([cH:13][c:14]([CH:22]=[CH:21][C:20](=[O:23])[O:24][C:25]([CH3:26])([CH3:27])[CH3:28])[cH:15][n:16]2)[CH2:12]1)=[O:19].